This data is from the Open Reaction Database (ORD), a public repository of structured organic reaction records. The task is: describe an organic reaction: reactants, conditions, products, and yield Yields the product CN(C)CCS(=O)(=O)c1ccc(N)cc1. Reaction SMILES: [CH3:18][CH2:19][OH:20].[CH3:1][N:2]([CH2:3][CH2:4][S:5](=[O:6])(=[O:7])[c:8]1[cH:9][cH:10][c:11]([N+:14]([O-:15])=[O:16])[cH:12][cH:13]1)[CH3:17]>>[CH3:1][N:2]([CH2:3][CH2:4][S:5](=[O:6])(=[O:7])[c:8]1[cH:9][cH:10][c:11]([NH2:14])[cH:12][cH:13]1)[CH3:17]. Reactants: CCO, CN(C)CCS(=O)(=O)c1ccc([N+](=O)[O-])cc1. Starting materials: OCC=1C=C(C(=NC1)C#N)C (5-(hydroxymethyl)-3-methyl-2-pyridinecarbonitrile). Reagents/catalysts: O=[Mn]=O (MnO2). Run in C(Cl)Cl (DCM). Run at time 8 hour. Yields the product C(=O)C=1C=C(C(=NC1)C#N)C (5-Formyl-3-methyl-2-pyridinecarbonitrile). Yield: 72.7%. Reaction SMILES: [OH:1][CH2:2][C:3]1[CH:4]=[C:5]([CH3:11])[C:6]([C:9]#[N:10])=[N:7][CH:8]=1>C(Cl)Cl.O=[Mn]=O>[CH:2]([C:3]1[CH:4]=[C:5]([CH3:11])[C:6]([C:9]#[N:10])=[N:7][CH:8]=1)=[O:1]. Procedure details: MnO2 (165 mg, 1.903 mmol) was added to a solution of 5-(hydroxymethyl)-3-methyl-2-pyridinecarbonitrile (28.2 mg, 0.190 mmol) in DCM (2 ml) at rt and the mixture was stirred at that temperature overnight. LCMS showed the starting material was gone. The solids were filtered off and the solvent evaporated. 5-Formyl-3-methyl-2-pyridinecarbonitrile (20.2 mg) was obtained impure. It was used in the next step without prior purification.